From a dataset of the Open Reaction Database (ORD), a public repository of structured organic reaction records. describe an organic reaction: reactants, conditions, products, and yield The reactants are C(C1=CC=CC=C1)O[C@H]1[C@@H](O[C@@H]2[C@H](N([C@@H]([C@H]2OCC2=CC=CC=C2)COCC2=CC=CC=C2)C(=O)OCC2=CC=CC=C2)COCC2=CC=CC=C2)O[C@@H]([C@H]([C@@H]1OCC1=CC=CC=C1)O[C@H]1[C@H](OCC2=CC=CC=C2)[C@@H](OCC2=CC=CC=C2)[C@H](OCC2=CC=CC=C2)[C@H](O1)C)COCC1=CC=CC=C1 ((2R,3R,4R,5R)-N-Benzyloxycarbonyl-2,5-dibenzyloxymethyl-4-benzyloxypyrrolidin-3-yl 2,3,6-tri-O-benzyl-4-O-(2,3,4-tri-O-benzyl-6-deoxy-β-D-glucopyranosyl)-α-D-glucopyranoside). Reagents/catalysts: [OH-].[Pd+2].[OH-].[C] (palladium hydroxide carbon). Run in CO.Cl (hydrochloric acid methanol). Reaction conditions: time 2 hour. The product is [C@@H]1([C@H](O)[C@@H](O)[C@H](O)[C@H](O1)C)O[C@H]1[C@@H]([C@H]([C@@H](O[C@@H]2[C@H](N[C@@H]([C@H]2O)CO)CO)O[C@@H]1CO)O)O ((2R,3R,4R,5R)-2,5-Dihydroxymethyl-4-hydroxypyrrolidin-3-yl 4-O-(6-deoxy-β-D-glucopyranosyl)-α-D-glucopyranoside). Yield: 66.5%. As a reaction SMILES: C([O:8][C@@H:9]1[C@@H:56]([O:57]CC2C=CC=CC=2)[C@H:55]([O:65][C@@H:66]2[O:95][C@H:94]([CH3:96])[C@@H:85]([O:86]CC3C=CC=CC=3)[C@H:76]([O:77]CC3C=CC=CC=3)[C@H:67]2[O:68]CC2C=CC=CC=2)[C@@H:54]([CH2:97][O:98]CC2C=CC=CC=2)[O:53][C@@H:10]1[O:11][C@H:12]1[C@H:16]([O:17]CC2C=CC=CC=2)[C@@H:15]([CH2:25][O:26]CC2C=CC=CC=2)[N:14](C(OCC2C=CC=CC=2)=O)[C@@H:13]1[CH2:44][O:45]CC1C=CC=CC=1)C1C=CC=CC=1>CO.Cl.[OH-].[Pd+2].[OH-].[C]>[C@@H:66]1([O:65][C@@H:55]2[C@@H:54]([CH2:97][OH:98])[O:53][C@H:10]([O:11][C@H:12]3[C@H:16]([OH:17])[C@@H:15]([CH2:25][OH:26])[NH:14][C@@H:13]3[CH2:44][OH:45])[C@H:9]([OH:8])[C@H:56]2[OH:57])[O:95][C@H:94]([CH3:96])[C@@H:85]([OH:86])[C@H:76]([OH:77])[C@H:67]1[OH:68] |f:1.2,3.4.5.6|. Procedure: The compound (218 mg, 0.15 mmol) synthesized in Example 7 (7f) was dissolved in 1% hydrochloric acid methanol solution (5 mL) and 20% palladium hydroxide-carbon (110 mg) was added thereto, followed by stirring of the mixture under a hydrogen atmosphere for 2 hours. After the catalyst was removed by celite filtration, 28% ammonia water (0.8 mL) was added thereto, followed by stirring of the mixture for 10 minutes. After the solvent was distilled off under reduced pressure and it was passed throug... Reactants: CC(C)(C)[Si](C)(C)Cl (TBDMS-Cl), N1C=NC=C1 (imidazole), C(C)(C)(C)OC(=O)N1CC2CC(=C(C(C1)N2C(=O)OC(C)(C)C)C(=O)O)C2=CN=C(S2)COCCO (7-[2-(2-Hydroxyethoxymethyl)thiazol-5-yl]-3,9-diazabicyclo[3.3.1]-non-6-ene-3,6,9-tricarboxylic acid 3,9-di-tert-butyl ester), C(=O)([O-])[O-].[K+].[K+] (K2CO3). Run in C1CCOC1 (THF), O (water), CO (MeOH). Conditions: time 15 hour. Product: C(C)(C)(C)OC(=O)N1CC2CC(=C(C(C1)N2C(=O)OC(C)(C)C)C(=O)O)C2=CN=C(S2)COCCO[Si](C)(C)C(C)(C)C (7-{2-[2-(tert-Butyldimethylsilanyloxy)ethoxymethyl]thiazol-5-yl}-3,9-diazabicyclo[3.3.1]non-6-ene-3,6,9-tricarboxylic acid 3,9-di-tert-butyl ester). Yield: 108.9%. RXN SMILES: [CH3:1][C:2]([Si:5](Cl)([CH3:7])[CH3:6])([CH3:4])[CH3:3].N1C=CN=C1.[C:14]([O:18][C:19]([N:21]1[CH2:28][CH:27]2[N:29]([C:30]([O:32][C:33]([CH3:36])([CH3:35])[CH3:34])=[O:31])[CH:23]([CH2:24][C:25]([C:40]3[S:44][C:43]([CH2:45][O:46][CH2:47][CH2:48][OH:49])=[N:42][CH:41]=3)=[C:26]2[C:37]([OH:39])=[O:38])[CH2:22]1)=[O:20])([CH3:17])([CH3:16])[CH3:15].C([O-])([O-])=O.[K+].[K+]>C1COCC1.O.CO>[C:14]([O:18][C:19]([N:21]1[CH2:28][CH:27]2[N:29]([C:30]([O:32][C:33]([CH3:36])([CH3:35])[CH3:34])=[O:31])[CH:23]([CH2:24][C:25]([C:40]3[S:44][C:43]([CH2:45][O:46][CH2:47][CH2:48][O:49][Si:5]([C:2]([CH3:4])([CH3:3])[CH3:1])([CH3:7])[CH3:6])=[N:42][CH:41]=3)=[C:26]2[C:37]([OH:39])=[O:38])[CH2:22]1)=[O:20])([CH3:15])([CH3:16])[CH3:17] |f:3.4.5|. Reported procedure: TBDMS-Cl (184 mg, 1.22 mmol), and imidazole (131 mg, 1.95 mmol) were added to a stirred solution of the compound D7 (256 mg, 0.488 mmol) in THF (2.5 mL). The reaction mixture was stirred at rt for 15 h. The crude mixture was partitioned between Et2O and aq. sat. NH4Cl. The org. layer was dried over MgSO4, filtered, and the solvents were removed under reduced pressure. The crude oil was dissolved in THF (4.5 mL), MeOH (0.7 mL), and water (0.7 mL), and K2CO3 (34 mg, 0.024 mmol) was added. The mixt...